Dataset: the Open Reaction Database (ORD), a public repository of structured organic reaction records. Task: describe an organic reaction: reactants, conditions, products, and yield The reactants are C=O (formaldehyde), C(C)(=O)C1=CC=CC=C1 (acetophenone), C=O (formaldehyde), C(C)(=O)C1=CC=CC=C1 (acetophenone). Solvent: C(C(C)C)O (isobutanol). The product is C(CC)(=O)C1=CC=CC=C1 (propiophenone). As a reaction SMILES: [C:1]([C:4]1[CH:9]=[CH:8][CH:7]=[CH:6][CH:5]=1)(=[O:3])[CH3:2].[CH2:10]=O>C(O)C(C)C>[C:1]([C:4]1[CH:9]=[CH:8][CH:7]=[CH:6][CH:5]=1)(=[O:3])[CH2:2][CH3:10]. Procedure: 0.5 liter per hour of a mixture of acetophenone and a 30% strength solution of formaldehyde in isobutanol (the molar ratio of acetophenone to formaldehyde being 8:1) was reacted at 180° C., under 30 bar H2 pressure, in the apparatus, and over the catalyst, described in Example 1. The yield of propiophenone obtained was 52.8%, based on formaldehyde employed. Reactants: C=CCN(C)CCCCOc1ccc2[nH]c(C)c(C)c2c1, Fc1ccc(Br)cc1. Product: C=CCN(C)CCCCOc1ccc2c(c1)c(C)c(C)n2-c1ccc(Br)cc1. Reaction SMILES: [CH2:1]([CH:2]=[CH2:3])[N:4]([CH3:5])[CH2:6][CH2:7][CH2:8][CH2:9][O:10][c:11]1[cH:12][c:13]2[c:14]([CH3:21])[c:15]([CH3:20])[nH:16][c:17]2[cH:18][cH:19]1.[F:22][c:23]1[cH:24][cH:25][c:26]([Br:29])[cH:27][cH:28]1>>[CH2:1]([CH:2]=[CH2:3])[N:4]([CH3:5])[CH2:6][CH2:7][CH2:8][CH2:9][O:10][c:11]1[cH:12][c:13]2[c:14]([CH3:21])[c:15]([CH3:20])[n:16](-[c:23]3[cH:24][cH:25][c:26]([Br:29])[cH:27][cH:28]3)[c:17]2[cH:18][cH:19]1. Starting materials: Nc1cccc(Br)c1, COc1cc2nc[nH]c(=O)c2c([N+](=O)[O-])c1OC, CN(C)C=O, O=S(Cl)Cl. Product: COc1cc2ncnc(Nc3cccc(Br)c3)c2c([N+](=O)[O-])c1OC. Reaction SMILES: [Br:24][c:25]1[cH:26][c:27]([NH2:28])[cH:29][cH:30][cH:31]1.[CH3:1][O:2][c:3]1[c:4]([N+:16](=[O:17])[O-:18])[c:5]2[c:6](=[O:15])[nH:7][cH:8][n:9][c:10]2[cH:11][c:12]1[O:13][CH3:14].[O:19]=[CH:20][N:21]([CH3:22])[CH3:23].[S:32]([Cl:33])([Cl:34])=[O:35]>>[CH3:1][O:2][c:3]1[c:4]([N+:16](=[O:17])[O-:18])[c:5]2[c:6]([NH:28][c:27]3[cH:26][c:25]([Br:24])[cH:31][cH:30][cH:29]3)[n:7][cH:8][n:9][c:10]2[cH:11][c:12]1[O:13][CH3:14]. Reactants: NC1=C(C(=NN1C1=C(C=CC(=C1)[N+](=O)[O-])Br)C1=CC=C(C=C1)OC1=CC=CC=C1)C#N (5-amino-1-(2-bromo-5-nitrophenyl)-3-(4-phenoxyphenyl)-1H-pyrazole-4-carbonitrile), P(O)(O)O (phosphorous acid). Run at temperature 100 celsius, time 1 hour. Product: NC1=C(C(=NN1C1=C(C=CC(=C1)[N+](=O)[O-])Br)C1=CC=C(C=C1)OC1=CC=CC=C1)C(=O)N (5-Amino-1-(2-bromo-5-nitrophenyl)-3-(4-phenoxyphenyl)-1H-pyrazole-4-carboxamide). RXN SMILES: [NH2:1][C:2]1[N:6]([C:7]2[CH:12]=[C:11]([N+:13]([O-:15])=[O:14])[CH:10]=[CH:9][C:8]=2[Br:16])[N:5]=[C:4]([C:17]2[CH:22]=[CH:21][C:20]([O:23][C:24]3[CH:29]=[CH:28][CH:27]=[CH:26][CH:25]=3)=[CH:19][CH:18]=2)[C:3]=1[C:30]#[N:31].P(O)(O)[OH:33]>>[NH2:1][C:2]1[N:6]([C:7]2[CH:12]=[C:11]([N+:13]([O-:15])=[O:14])[CH:10]=[CH:9][C:8]=2[Br:16])[N:5]=[C:4]([C:17]2[CH:22]=[CH:21][C:20]([O:23][C:24]3[CH:29]=[CH:28][CH:27]=[CH:26][CH:25]=3)=[CH:19][CH:18]=2)[C:3]=1[C:30]([NH2:31])=[O:33]. Procedure: A mixture of 5-amino-1-(2-bromo-5-nitrophenyl)-3-(4-phenoxyphenyl)-1H-pyrazole-4-carbonitrile (137 mg, 0.287 mmol) in phosphorous acid (85 wt. % in H2O, 10 mL) was stirred at 100° C. for 1 hr, until TLC and LCMS analysis showed that most of starting material was consumed. The reaction was cooled to room temperature and partitioned between water (40 mL) and EA (40 mL). Organic layer was separated from aqueous layer. The aqueous phase was then extracted with EA (20 mL). The combined organic layers... Reactants: CN1C(CC[C@@]2(C3=C(CC[C@@H]12)C=C(C=C3)S)C)=O ((+)-(4aR)-(10bR)-4-methyl-8-mercapto-10b-methyl-1,2,3,4,4a,5,6,10b-octahydrobenzo[f]quinolin-3-one), C([O-])([O-])=O.[K+].[K+] (potassium carbonate), ClC=1SC2=C(N1)C(=CC=C2)OC (2-chloro-4-methoxybenzothiazole), CN(C=O)C (dimethylformamide). The solvent is C(C)(=O)OCC (ethyl acetate). Product: CN1C(CC[C@@]2(C3=C(CC[C@@H]12)C=C(C=C3)SC=3SC1=C(N3)C(=CC=C1)OC)C)=O ((+)-(4aR)-(10bR)-4-methyl-8-(4-methoxy-2-benzothiazolylthio)-10b-methyl-1,2,3,4,4a,5,6,10b-octahydrobenzo[f]quinolin-3-one). The yield is 66.3%. RXN SMILES: [CH3:1][N:2]1[C@H:11]2[C@@:6]([CH3:17])([C:7]3[CH:15]=[CH:14][C:13]([SH:16])=[CH:12][C:8]=3[CH2:9][CH2:10]2)[CH2:5][CH2:4][C:3]1=[O:18].C(=O)([O-])[O-].[K+].[K+].Cl[C:26]1[S:27][C:28]2[CH:34]=[CH:33][CH:32]=[C:31]([O:35][CH3:36])[C:29]=2[N:30]=1.CN(C)C=O>C(OCC)(=O)C>[CH3:1][N:2]1[C@H:11]2[C@@:6]([CH3:17])([C:7]3[CH:15]=[CH:14][C:13]([S:16][C:26]4[S:27][C:28]5[CH:34]=[CH:33][CH:32]=[C:31]([O:35][CH3:36])[C:29]=5[N:30]=4)=[CH:12][C:8]=3[CH2:9][CH2:10]2)[CH2:5][CH2:4][C:3]1=[O:18] |f:1.2.3|. Reported procedure: A 15 mL round bottom flask was charged with (+)-(4aR)-(10bR)-4-methyl-8-mercapto-10b-methyl-1,2,3,4,4a,5,6,10b-octahydrobenzo[f]quinolin-3-one (100 mg, 0.38 mmol), potassium carbonate (158 mg, 1.14 mmol), 2-chloro-4-methoxybenzothiazole (92 mg, 0.46 mmol) and 1.5 mL of anhydrous dimethylformamide, fitted with a reflux condenser, and the stirred mixture was heated at 60°, under nitrogen, for 18 h. The mixture was cooled, diluted with ethyl acetate (75 mL) and washed with brine (4×25 mL). The comb... Starting materials: [N+](=O)([O-])C1=CC=C(C=C1)OC(CCC=C)CCC=C (1-nitro-4-(1,8-nonadiene-5-yloxy)benzene), Cl (HCl), [OH-].[Na+] (sodium hydroxide). The reagents and catalysts are [Fe] (iron). Run in C(C)O (ethanol), C(C)O (ethanol). Yields the product NC1=CC=C(C=C1)OC(CCC=C)CCC=C (1-amino-4(1,8-nonadiene-5-yloxy)benzene). Yield: 688.6%. As a reaction SMILES: [N+:1]([C:4]1[CH:9]=[CH:8][C:7]([O:10][CH:11]([CH2:16][CH2:17][CH:18]=[CH2:19])[CH2:12][CH2:13][CH:14]=[CH2:15])=[CH:6][CH:5]=1)([O-])=O.Cl.[OH-].[Na+]>[Fe].C(O)C>[NH2:1][C:4]1[CH:5]=[CH:6][C:7]([O:10][CH:11]([CH2:16][CH2:17][CH:18]=[CH2:19])[CH2:12][CH2:13][CH:14]=[CH2:15])=[CH:8][CH:9]=1 |f:2.3|. Procedure details: A 300 ml-capacity three neck flask containing a stirring bar and connected to a condenser was sufficiently dried. Then, a nitrogen atmosphere was established in the flask. 1-nitro-4-(1,8-nonadiene-5-yloxy)benzene (11) (4.01 g, 1.4 mmol), an iron powder (3.13 g, 5.6 mmol), and ethanol (50%, 10 ml) were introduced into the flask, and the mixture thus obtained was started to be stirred while heating the flask in an oil bath. Further, HCl (0.52 ml) and ethanol (50%, 2.5 ml) were slowly added to the ... Starting materials: ClC=1C(=C(C(=O)O)C=CC1F)N1C[C@H](O[C@H](C1)C)C (3-chloro-2-[(2R,6S)-2,6-dimethylmorpholin-4-yl]-4-fluorobenzoic acid), ClC=1C(=C(C(=O)O)C=CC1F)N1C[C@H](O[C@H](C1)C)C (3-chloro-2-[(2R,6S)-2,6-dimethylmorpholin-4-yl]-4-fluorobenzoic acid), OS(=O)(=O)O (H2SO4), CO (methanol). The product is ClC=1C(=C(C(=O)OC)C=CC1F)N1C[C@H](O[C@H](C1)C)C (methyl 3-chloro-2-[(2R,6S)-2,6-dimethylmorpholin-4-yl]-4-fluorobenzoate). Reaction SMILES: [Cl:1][C:2]1[C:3]([N:12]2[CH2:17][C@H:16]([CH3:18])[O:15][C@H:14]([CH3:19])[CH2:13]2)=[C:4]([CH:8]=[CH:9][C:10]=1[F:11])[C:5]([OH:7])=[O:6].OS(O)(=O)=O.[CH3:25]O>>[Cl:1][C:2]1[C:3]([N:12]2[CH2:13][C@H:14]([CH3:19])[O:15][C@H:16]([CH3:18])[CH2:17]2)=[C:4]([CH:8]=[CH:9][C:10]=1[F:11])[C:5]([O:7][CH3:25])=[O:6]. Reported procedure: To a stirred solution of 3-chloro-2-[(2R,6S)-2,6-dimethylmorpholin-4-yl]-4-fluorobenzoic acid (Intermediate 35, 10.0 g, 34.8 mmol) in methanol (50 mL) was added concentrated H2SO4 (1 mL) and the solution was refluxed for 12 hours. The reaction mixture was concentrated and diluted with EtOAc (100 mL). The organic layer washed with H2O (2×20 mL), dried over anhydrous sodium sulfate and concentrated. The residue was purified by column chromatography with ethyl acetate-pet. ether to give product as ... Reactants: O=C(O)C=Cc1cccc([N+](=O)[O-])c1, O=S(Cl)Cl, c1ccccc1. Yields the product O=C(Cl)C=Cc1cccc([N+](=O)[O-])c1. RXN SMILES: [N+:1](=[O:2])([O-:3])[c:4]1[cH:5][c:6]([CH:10]=[CH:11][C:12](=[O:13])[OH:14])[cH:7][cH:8][cH:9]1.[S:15]([Cl:16])([Cl:17])=[O:18].[cH:19]1[cH:20][cH:21][cH:22][cH:23][cH:24]1>>[N+:1](=[O:2])([O-:3])[c:4]1[cH:5][c:6]([CH:10]=[CH:11][C:12](=[O:14])[Cl:17])[cH:7][cH:8][cH:9]1.